From a dataset of the Open Reaction Database (ORD), a public repository of structured organic reaction records. describe an organic reaction: reactants, conditions, products, and yield Starting materials: CN (Methylamine), ClC1=NC(=C(C(=O)N[C@@H]2CC[C@H](CC2)C(F)(F)F)C=C1[N+](=O)[O-])OCCOC (6-chloro-2-(2-methoxy-ethoxy)-5-nitro-N-(trans-4-trifluoromethyl-cyclohexyl)-nicotinamide). Run in C1CCOC1 (THF), O (water). Yields the product COCCOC1=C(C(=O)N[C@@H]2CC[C@H](CC2)C(F)(F)F)C=C(C(=N1)NC)[N+](=O)[O-] (2-(2-Methoxy-ethoxy)-6-methylamino-5-nitro-N-(trans-4-trifluoromethyl-cyclohexyl)-nicotinamide). Reaction SMILES: [CH3:1][NH2:2].Cl[C:4]1[C:22]([N+:23]([O-:25])=[O:24])=[CH:21][C:7]([C:8]([NH:10][C@H:11]2[CH2:16][CH2:15][C@H:14]([C:17]([F:20])([F:19])[F:18])[CH2:13][CH2:12]2)=[O:9])=[C:6]([O:26][CH2:27][CH2:28][O:29][CH3:30])[N:5]=1>C1COCC1.O>[CH3:30][O:29][CH2:28][CH2:27][O:26][C:6]1[N:5]=[C:4]([NH:2][CH3:1])[C:22]([N+:23]([O-:25])=[O:24])=[CH:21][C:7]=1[C:8]([NH:10][C@H:11]1[CH2:16][CH2:15][C@H:14]([C:17]([F:20])([F:19])[F:18])[CH2:13][CH2:12]1)=[O:9]. Procedure details: Methylamine (2 M in THF; 400 μL, 0.80 mmol) is added to 6-chloro-2-(2-methoxy-ethoxy)-5-nitro-N-(trans-4-trifluoromethyl-cyclohexyl)-nicotinamide (150 mg, 0.35 mmol) in THF (10 mL). After 45 min at rt the reaction mixture is diluted with water, concentrated and filtered. The filtercake is washed with water and dried. Reactants: COC(=O)CCCc1ccc(C(O)Cc2ccccc2)cc1, O=S(Cl)Cl, c1ccccc1. The product is COC(=O)CCCc1ccc(C(Cl)Cc2ccccc2)cc1. Reaction SMILES: [OH:1][CH:2]([CH2:3][c:4]1[cH:5][cH:6][cH:7][cH:8][cH:9]1)[c:10]1[cH:11][cH:12][c:13]([CH2:16][CH2:17][CH2:18][C:19](=[O:20])[O:21][CH3:22])[cH:14][cH:15]1.[S:23]([Cl:24])([Cl:25])=[O:26].[cH:27]1[cH:28][cH:29][cH:30][cH:31][cH:32]1>>[CH:2]([CH2:3][c:4]1[cH:5][cH:6][cH:7][cH:8][cH:9]1)([c:10]1[cH:11][cH:12][c:13]([CH2:16][CH2:17][CH2:18][C:19](=[O:20])[O:21][CH3:22])[cH:14][cH:15]1)[Cl:25].